From a dataset of the Open Reaction Database (ORD), a public repository of structured organic reaction records. describe an organic reaction: reactants, conditions, products, and yield The reactants are FC=1C=C(C=C(C1)F)C(CC(=O)C=1C=CC(N(C1)C)=O)C1=CC=C(C=C1)S(=O)(=O)C (5-(3-(3,5-difluorophenyl)-3-(4-(methylsulfonyl)phenyl)propanoyl)-1-methylpyridin-2(1H)-one), Cl.NO (hydroxylamine hydrochloride), C(O)([O-])=O.[Na+] (sodium hydrogencarbonate). Product: FC=1C=C(C=C(C1)F)C(C\C(=N/O)\C=1C=CC(N(C1)C)=O)C1=CC=C(C=C1)S(=O)(=O)C ((E)-5-(3-(3,5-Difluorophenyl)-1-(hydroxyimino)-3-(4-(methylsulfonyl)phenyl)propyl)-1-methylpyridin-2(1H)-one). Reaction SMILES: [F:1][C:2]1[CH:3]=[C:4]([CH:9]([C:21]2[CH:26]=[CH:25][C:24]([S:27]([CH3:30])(=[O:29])=[O:28])=[CH:23][CH:22]=2)[CH2:10][C:11]([C:13]2[CH:14]=[CH:15][C:16](=[O:20])[N:17]([CH3:19])[CH:18]=2)=O)[CH:5]=[C:6]([F:8])[CH:7]=1.Cl.[NH2:32][OH:33].C(=O)([O-])O.[Na+]>>[F:8][C:6]1[CH:5]=[C:4]([CH:9]([C:21]2[CH:26]=[CH:25][C:24]([S:27]([CH3:30])(=[O:29])=[O:28])=[CH:23][CH:22]=2)[CH2:10]/[C:11](/[C:13]2[CH:14]=[CH:15][C:16](=[O:20])[N:17]([CH3:19])[CH:18]=2)=[N:32]\[OH:33])[CH:3]=[C:2]([F:1])[CH:7]=1 |f:1.2,3.4|. Procedure: In analogy to example 151, step 3, 5-(3-(3,5-difluorophenyl)-3-(4-(methylsulfonyl)phenyl)propanoyl)-1-methylpyridin-2(1H)-one was reacted with hydroxylamine hydrochloride in the presence of sodium hydrogencarbonate to give the title compound containing less than 10% of the corresponding Z isomer as a colourless solid, MS (ESI+): m/z=447.2 [M+H]+. Reactants: [OH-].[Na+] (sodium hydroxide), NC=1C(=NC=C(C1)Cl)C(=O)C1=C2C(=NC=C1)NC=C2 ((3-amino-5-chloro-pyridin-2-yl)-(1H-pyrrolo[2,3-b]pyridin-4-yl)-methanone), ClC1=C(C=C(C=C1)S(=O)(=O)Cl)C(C)C (4-chloro-3-iso-propyl-benzenesulfonyl chloride), CO (methanol), yellow solid. Run in O (water), N1=CC=CC=C1 (pyridine). The product is ClC1=C(C=C(C=C1)S(=O)(=O)NC=1C(=NC=C(C1)Cl)C(=O)C=1C2=C(N=CC1)NC=C2)C(C)C (4-Chloro-N-[5-chloro-2-(1H-pyrrolo[2,3-b]pyridine-4-carbonyl)-pyridin-3-yl]-3-isopropyl-benzenesulfonamide). As a reaction SMILES: [NH2:1][C:2]1[C:3]([C:9]([C:11]2[CH:16]=[CH:15][N:14]=[C:13]3[NH:17][CH:18]=[CH:19][C:12]=23)=[O:10])=[N:4][CH:5]=[C:6]([Cl:8])[CH:7]=1.[Cl:20][C:21]1[CH:26]=[CH:25][C:24]([S:27](Cl)(=[O:29])=[O:28])=[CH:23][C:22]=1[CH:31]([CH3:33])[CH3:32].CO.[OH-].[Na+]>N1C=CC=CC=1.O>[Cl:20][C:21]1[CH:26]=[CH:25][C:24]([S:27]([NH:1][C:2]2[C:3]([C:9]([C:11]3[C:12]4[CH:19]=[CH:18][NH:17][C:13]=4[N:14]=[CH:15][CH:16]=3)=[O:10])=[N:4][CH:5]=[C:6]([Cl:8])[CH:7]=2)(=[O:29])=[O:28])=[CH:23][C:22]=1[CH:31]([CH3:33])[CH3:32] |f:3.4|. Procedure details: Prepared from 25 mg (0.092 mmol) of (3-amino-5-chloro-pyridin-2-yl)-(1H-pyrrolo[2,3-b]pyridin-4-yl)-methanone and 81 mg (0.32 mmol) of 4-chloro-3-iso-propyl-benzenesulfonyl chloride in 0.2 mL pyridine using procedure x. After the sulfonylation was complete, 3 mL methanol, 0.5 mL water and 44 mg sodium hydroxide were used. Yield: 18 mg of a yellow solid. LC-MSD, m/z for C22H18Cl2N4O3S [M+H]+=489.0, 491.0 The reactants are BrC1=C(C(=O)OC)C=C(C=C1)F (methyl 2-bromo-5-fluorobenzoate), CC1(OB(OC1(C)C)C1=C(N)C=CC=C1)C (2-(4,4,5,5-tetramethyl-1,3,2-dioxaborolan-2-yl)aniline), C([O-])([O-])=O.[Na+].[Na+] (sodium carbonate). The reagents and catalysts are C(C)(=O)[O-].[Pd+2].C(C)(=O)[O-] (palladium acetate), C1(CCCCC1)P(C1=C(C=CC=C1)C1=C(C=CC=C1OC)OC)C1CCCCC1 (dicyclohexyl(2′,6′-dimethoxybiphenyl-2-yl)phosphine). Run in C(C)O (ethanol). Reaction conditions: temperature 80 celsius. Yields the product FC1=CC2=C(N=C3C=CC=CC3=C2C=C1)O (8-fluorophenanthridin-6-ol). Isolated yield 65.8%. Reaction SMILES: Br[C:2]1[CH:11]=[CH:10][C:9]([F:12])=[CH:8][C:3]=1[C:4]([O:6]C)=O.CC1(C)C(C)(C)OB([C:21]2[CH:27]=[CH:26][CH:25]=[CH:24][C:22]=2[NH2:23])O1.C(=O)([O-])[O-].[Na+].[Na+]>C(O)C.C([O-])(=O)C.[Pd+2].C([O-])(=O)C.C1(P(C2CCCCC2)C2C=CC=CC=2C2C(OC)=CC=CC=2OC)CCCCC1>[F:12][C:9]1[CH:10]=[CH:11][C:2]2[C:3](=[C:4]([OH:6])[N:23]=[C:22]3[C:24]=2[CH:25]=[CH:26][CH:27]=[CH:21]3)[CH:8]=1 |f:2.3.4,6.7.8|. Procedure details: A mixture of methyl 2-bromo-5-fluorobenzoate (0.250 g, 1.07 mmol), 2-(4,4,5,5-tetramethyl-1,3,2-dioxaborolan-2-yl)aniline (0.235 g, 1.07 mmol), palladium acetate (2.4 mg, 0.01 eq.), dicyclohexyl(2′,6′-dimethoxybiphenyl-2-yl)phosphine (8.81 mg, 0.021 mmol), and sodium carbonate (0.114 g, 1.073 mmol) in ethanol (5.4 mL) was heated to 80° C. for 3 h. The reaction mixture was cooled to room temperature and concentrated under reduced pressure. The resulting residue was triturated with hexane, and iso... The reactants are C=C1C(CCCC1)=C (1,2-dimethylenecyclohexane), [Ca] (calcium), C1CCOC1 (THF), CC(=O)C (acetone), C=C1C(CCCC1)=C (1,2-dimethylenecyclohexane), C1CCOC1 (THF). The product is CC1(OC(CC12C(CCCC2)=C)=O)C (4,4-dimethyl-6-methylene-3-oxaspiro[4.5]decan-2-one). As a reaction SMILES: [CH2:1]=[C:2]1[CH2:7][CH2:6][CH2:5][CH2:4][C:3]1=[CH2:8].[Ca].[CH3:10][C:11]([CH3:13])=[O:12].C1C[O:17][CH2:16]C1>>[CH3:10][C:11]1([CH3:13])[C:2]2([CH2:7][CH2:6][CH2:5][CH2:4][C:3]2=[CH2:8])[CH2:1][C:16](=[O:17])[O:12]1. Procedure details: In a typical reaction 1,2-dimethylenecyclohexane (0.239 g, 2.21 mmol) is added via a disposable syringe to the highly reactive calcium (3.53 mmol) in THF (20 mL). After being stirred at room temperature for several hours, the reaction mixture is allowed to stand until the solution becomes transparent. The THF solution of newly formed calcium complex of 1,2-dimethylenecyclohexane is cooled to -78° C. using a dry ice/acetone bath, and acetone (0.122 g, 2.10 mmol) is added via a disposable syringe.... Reactants: BrC1=C(C=C(C(=O)OC)C=C1)O (Methyl 4-bromo-3-hydroxybenzoate), ICCNS(=O)(=O)C (N-(2-iodoethyl)methanesulfonamide), [H-].[Na+] (sodium hydride). Reaction SMILES: [Br:1][C:2]1[CH:11]=[CH:10][C:5]([C:6]([O:8][CH3:9])=[O:7])=[CH:4][C:3]=1[OH:12].I[CH2:14][CH2:15][NH:16][S:17]([CH3:20])(=[O:19])=[O:18].[H-].[Na+]>CN(C=O)C>[Br:1][C:2]1[CH:11]=[CH:10][C:5]([C:6]([O:8][CH3:9])=[O:7])=[CH:4][C:3]=1[O:12][CH2:14][CH2:15][NH:16][S:17]([CH3:20])(=[O:19])=[O:18] |f:2.3|. Isolated yield 23.6%. Reaction conditions: temperature 80 celsius. Product: BrC1=C(C=C(C(=O)OC)C=C1)OCCNS(=O)(=O)C (methyl 4-bromo-3({2-[(methylsulfonyl)amino]ethyl}oxy)benzoate). Procedure details: Methyl 4-bromo-3-hydroxybenzoate (231 mg) and N-(2-iodoethyl)methanesulfonamide (274 mg) were dissolved in DMF (10 ml), sodium hydride (64 mg, 60% dispersion in mineral oil) was added and the reaction heated at 80° C. for 20 hours. The solvent was evaporated in vacuo and the residue purified by SPE (5 g, Si), eluting with a chloroform/methanol gradient (0-5% methanol). The solvents were evaporated under vacuum from the product fractions to give methyl 4-bromo-3({2-[(methylsulfonyl)amino]ethyl}ox... Solvent: CN(C)C=O (DMF). Starting materials: ClCCCCCBr, O=C([O-])[O-], [K+], [K+], N#Cc1ccc(O)cc1. Yields the product N#Cc1ccc(OCCCCCCl)cc1. RXN SMILES: [Br:16][CH2:17][CH2:18][CH2:19][CH2:20][CH2:21][Cl:22].[C:10](=[O:11])([O-:12])[O-:13].[K+:14].[K+:15].[OH:1][c:2]1[cH:3][cH:4][c:5]([C:8]#[N:9])[cH:6][cH:7]1>>[O:1]([c:2]1[cH:3][cH:4][c:5]([C:8]#[N:9])[cH:6][cH:7]1)[CH2:17][CH2:18][CH2:19][CH2:20][CH2:21][Cl:22]. The reactants are COC(=O)C=1N=C(C2=C(C=CC=C2C1O)OC1=CC=C(C=C1)F)C#N (1-cyano-8-(4-fluoro-phenoxy)-4-hydroxy-isoquinoline-3-carboxylic acid methyl ester), NCC(=O)O (glycine), solution, C[O-].[Na+] (sodium methoxide), CO (methanol). Yields the product C(#N)C1=NC(=C(C2=CC=CC(=C12)OC1=CC=C(C=C1)F)O)C(=O)NCC(=O)O ({[1-Cyano-8-(4-fluoro-phenoxy)-4-hydroxy-isoquinoline-3-carbonyl]-amino}-acetic acid). Isolated yield 86.6%. As a reaction SMILES: CO[C:3]([C:5]1[N:6]=[C:7]([C:24]#[N:25])[C:8]2[C:13]([C:14]=1[OH:15])=[CH:12][CH:11]=[CH:10][C:9]=2[O:16][C:17]1[CH:22]=[CH:21][C:20]([F:23])=[CH:19][CH:18]=1)=[O:4].[NH2:26][CH2:27][C:28]([OH:30])=[O:29].C[O-].[Na+].CO>>[C:24]([C:7]1[C:8]2[C:13](=[CH:12][CH:11]=[CH:10][C:9]=2[O:16][C:17]2[CH:18]=[CH:19][C:20]([F:23])=[CH:21][CH:22]=2)[C:14]([OH:15])=[C:5]([C:3]([NH:26][CH2:27][C:28]([OH:30])=[O:29])=[O:4])[N:6]=1)#[N:25] |f:2.3|. Reported procedure: A mixture of 1-cyano-8-(4-fluoro-phenoxy)-4-hydroxy-isoquinoline-3-carboxylic acid methyl ester (112 mg, 0.33 mmol), glycine (496 mg, 6.6 mmol), and a 0.5 M solution of sodium methoxide in methanol (12.5 mL, 6.25 mmol) was refluxed for 39 h before it was cooled to room temperature and concentrated in vacuo. Water (75 mL) was added and the pH of the yellow suspension was adjusted to pH=10 with 1 N HCl. The suspension was washed with methylene chloride (2×50 mL). The remaining aqueous layer was ac... Starting materials: C(C)(C)(C)OC(NC1(CCC1)C1=CC=C(C=C1)C1=C(OC2=CC=C(C=C2C1=O)F)C1=CC=CC=C1)=O ({1-[4-(6-fluoro-4-oxo-2-phenyl-4H-chromen-3-yl)-phenyl]-cyclobutyl}-carbamic acid tert-butyl ester), BrC1=C(C=C2C(C(=C(OC2=C1)C1=CC=CC=C1)I)=O)OC (7-bromo-3-iodo-6-methoxy-2-phenyl-chromen-4-one). Product: C(C)(C)(C)OC(NC1(CCC1)C1=CC=C(C=C1)C1=C(OC2=CC(=C(C=C2C1=O)OC)Br)C1=CC=CC=C1)=O ({1-[4-(7-Bromo-6-methoxy-4-oxo-2-phenyl-4H-chromen-3-yl)-phenyl]-cyclobutyl}-carbamic acid tert-butyl ester). The yield is 52.0%. Reaction SMILES: [C:1]([O:5][C:6](=[O:36])[NH:7][C:8]1([C:12]2[CH:17]=[CH:16][C:15](C3C(=O)C4C(=CC=C(F)C=4)OC=3C3C=CC=CC=3)=[CH:14][CH:13]=2)[CH2:11][CH2:10][CH2:9]1)([CH3:4])([CH3:3])[CH3:2].[Br:37][C:38]1[CH:47]=[C:46]2[C:41]([C:42](=[O:55])[C:43](I)=[C:44]([C:48]3[CH:53]=[CH:52][CH:51]=[CH:50][CH:49]=3)[O:45]2)=[CH:40][C:39]=1[O:56][CH3:57]>>[C:1]([O:5][C:6](=[O:36])[NH:7][C:8]1([C:12]2[CH:13]=[CH:14][C:15]([C:43]3[C:42](=[O:55])[C:41]4[C:46](=[CH:47][C:38]([Br:37])=[C:39]([O:56][CH3:57])[CH:40]=4)[O:45][C:44]=3[C:48]3[CH:53]=[CH:52][CH:51]=[CH:50][CH:49]=3)=[CH:16][CH:17]=2)[CH2:9][CH2:10][CH2:11]1)([CH3:4])([CH3:2])[CH3:3]. Procedure details: Following the procedure used to prepare {1-[4-(6-fluoro-4-oxo-2-phenyl-4H-chromen-3-yl)-phenyl]-cyclobutyl}-carbamic acid tert-butyl ester, 7-bromo-3-iodo-6-methoxy-2-phenyl-chromen-4-one was reacted to give the title compound as a pale yellow foam (302 mg, 52%). LCMS (Method B): RT=5.02 min, [M+Na]+=598/600. Reactants: ethyl ethyl (4-hydroxy-3-methoxyphenyl)acetate, C([O-])([O-])=O.[K+].[K+] (potassium carbonate), BrCC1CCC1 ((bromomethyl)cyclobutane), Cl (HCl), solution, OC1=C(C=C(C=C1)CC(=O)OCC)OC (ethyl (4-hydroxy-3-methoxyphenyl)acetate), [OH-].[Na+] (NaOH), carboxylic acid. Run in CC(CC)=O (2-butanone). Run at time 8 hour. Yields the product C1(CCC1)COC1=C(C=C(C=C1)CC(=O)O)OC ([4-(cyclobutylmethoxy)-3-methoxyphenyl]acetic acid). Isolated yield 95.0%. RXN SMILES: C(=O)([O-])[O-].[K+].[K+].Br[CH2:8][CH:9]1[CH2:12][CH2:11][CH2:10]1.[OH:13][C:14]1[CH:19]=[CH:18][C:17]([CH2:20][C:21]([O:23]CC)=[O:22])=[CH:16][C:15]=1[O:26][CH3:27].[OH-].[Na+].Cl>CC(=O)CC>[CH:9]1([CH2:8][O:13][C:14]2[CH:19]=[CH:18][C:17]([CH2:20][C:21]([OH:23])=[O:22])=[CH:16][C:15]=2[O:26][CH3:27])[CH2:12][CH2:11][CH2:10]1 |f:0.1.2,5.6|. Reported procedure: To a stirred solution of ethyl ethyl (4-hydroxy-3-methoxyphenyl)acetate (1.05 g, 5.0 mmol) and potassium carbonate (1.38 g, 10 mmol) in 40 mL of 2-butanone at ambient temperature was added in one portion of (bromomethyl)cyclobutane (97% pure) (1.53 g, 10.0 mmol). The stirred reaction mixture was heated at reflux for 24 hr. HPLC revealed the disappearance of the starting material of ethyl (4-hydroxy-3-methoxyphenyl)acetate. The mixture was allowed to cool to ambient temperature. The solid was fil...